Dataset: the Open Reaction Database (ORD), a public repository of structured organic reaction records. Task: describe an organic reaction: reactants, conditions, products, and yield Reactants: Cc1ccc(S(=O)(=O)NC(C)CC#C[Si](C)(C)C)cc1, CO, [K+], [K+], O=C([O-])[O-]. Yields the product C#CCC(C)NS(=O)(=O)c1ccc(C)cc1. Reaction SMILES: [CH3:1][c:2]1[cH:3][cH:4][c:5]([S:8](=[O:9])(=[O:10])[NH:11][CH:12]([CH3:13])[CH2:14][C:15]#[C:16][Si:17]([CH3:18])([CH3:19])[CH3:20])[cH:6][cH:7]1.[CH3:27][OH:28].[K+:21].[K+:22].[O-:23][C:24]([O-:25])=[O:26]>>[CH3:1][c:2]1[cH:3][cH:4][c:5]([S:8](=[O:9])(=[O:10])[NH:11][CH:12]([CH3:13])[CH2:14][C:15]#[CH:16])[cH:6][cH:7]1.